Dataset: the Open Reaction Database (ORD), a public repository of structured organic reaction records. Task: describe an organic reaction: reactants, conditions, products, and yield The reactants are C1(=CC=CC=C1)C(CCC#N)(C=O)C1=CC=CC=C1 (4,4-diphenyl-4-formylbutyronitrile), C(=O)(OCC)C=P(C1=CC=CC=C1)(C1=CC=CC=C1)C1=CC=CC=C1 ((carbethoxymethylene)-triphenylphosphorane), C1(=CC=CC=C1)C (toluene). Yields the product C(#N)CCC(C=CC(=O)OCC)(C1=CC=CC=C1)C1=CC=CC=C1 (Ethyl 6-cyano-4.4-diphenyl-hex-2-enoate). As a reaction SMILES: [C:1]1([C:7]([C:14]2[CH:19]=[CH:18][CH:17]=[CH:16][CH:15]=2)(C=O)[CH2:8][CH2:9][C:10]#[N:11])[CH:6]=[CH:5][CH:4]=[CH:3][CH:2]=1.[C:20]([CH:25]=P(C1C=CC=CC=1)(C1C=CC=CC=1)C1C=CC=CC=1)([O:22][CH2:23][CH3:24])=[O:21].[C:45]1(C)C=CC=CC=1>>[C:10]([CH2:9][CH2:8][C:7]([C:14]1[CH:15]=[CH:16][CH:17]=[CH:18][CH:19]=1)([C:1]1[CH:2]=[CH:3][CH:4]=[CH:5][CH:6]=1)[CH:45]=[CH:25][C:20]([O:22][CH2:23][CH3:24])=[O:21])#[N:11]. Reported procedure: A mixture of 4,4-diphenyl-4-formylbutyronitrile (8.04 g) and (carbethoxymethylene)-triphenylphosphorane (20.85 g) in toluene (200 mL) was heated under reflux for 3 days. The reaction mixture was concentrated in vacuo and the residue was purified by a silica gel column chromatography to give the desired product as a yellow-orange oil (12.10 g): MS showed (M+NH4)+ @ 337; 1H-NMR (CDCl3, δ): 1.25-1.32 (t. 3H), 2.10-2.18 (m, 2H), 2.65-2.75 (m, 2H), 4.15-4.23 (q, 2H), 5.60-5.66 (d. 1H), 7.05-7.75 (m. ... Reaction SMILES: [OH:1][C:2]1[CH:3]=[C:4]([CH2:8][CH2:9][CH2:10][N:11]2[CH:15]=[CH:14][N:13]=[CH:12]2)[CH:5]=[CH:6][CH:7]=1.Cl[CH2:17][C:18]1[N:19]=[C:20]([C:23]2[CH:28]=[CH:27][CH:26]=[CH:25][CH:24]=2)[O:21][CH:22]=1>>[N:11]1([CH2:10][CH2:9][CH2:8][C:4]2[CH:3]=[C:2]([CH:7]=[CH:6][CH:5]=2)[O:1][CH2:17][C:18]2[N:19]=[C:20]([C:23]3[CH:24]=[CH:25][CH:26]=[CH:27][CH:28]=3)[O:21][CH:22]=2)[CH:15]=[CH:14][N:13]=[CH:12]1. Product: N1(C=NC=C1)CCCC=1C=C(OCC=2N=C(OC2)C2=CC=CC=C2)C=CC1 (4-[3-[3-(1-imidazolyl)propyl]phenoxymethyl]-2-phenyloxazole). Reactants: OC=1C=C(C=CC1)CCCN1C=NC=C1 (1-[3-(3-hydroxyphenyl)propyl]imidazole), ClCC=1N=C(OC1)C1=CC=CC=C1 (4-chloromethyl-2-phenyloxazole). Reported procedure: In substantially the same manner as in Working Example 72, 1-[3-(3-hydroxyphenyl)propyl]imidazole was allowed to react with 4-chloromethyl-2-phenyloxazole to give 4-[3-[3-(1-imidazolyl)propyl]phenoxymethyl]-2-phenyloxazole. The yield was 78%. Recrystallization from ethyl acetate-hexane gave colorless prisms, mp 62-63° C. Yield: 78.0%. Reactants: CCOC(=O)CSc1cnc(N)s1, CC1CCC(N(CCCc2cccc(Cl)c2)C(=O)Nc2ncc(SCC(=O)O)s2)CC1, O=C(O)CCCCc1ccccc1. The product is CC1CCC(N(CCCCCc2ccccc2)C(=O)Nc2ncc(SCC(=O)O)s2)CC1. As a reaction SMILES: [CH2:45]([O:46][C:47](=[O:48])[CH2:49][S:50][c:51]1[s:52][c:53]([NH2:54])[n:55][cH:56]1)[CH3:57].[Cl:1][c:2]1[cH:3][c:4]([CH2:8][CH2:9][CH2:10][N:11]([C:12]([NH:13][c:14]2[s:15][c:16]([S:19][CH2:20][C:21](=[O:22])[OH:23])[cH:17][n:18]2)=[O:24])[CH:25]2[CH2:26][CH2:27][CH:28]([CH3:31])[CH2:29][CH2:30]2)[cH:5][cH:6][cH:7]1.[c:32]1([CH2:38][CH2:39][CH2:40][CH2:41][C:42]([OH:43])=[O:44])[cH:33][cH:34][cH:35][cH:36][cH:37]1>>[CH2:8]([CH2:9][CH2:10][N:11]([C:12]([NH:13][c:14]1[s:15][c:16]([S:19][CH2:20][C:21](=[O:22])[OH:23])[cH:17][n:18]1)=[O:24])[CH:25]1[CH2:26][CH2:27][CH:28]([CH3:31])[CH2:29][CH2:30]1)[CH2:39][CH2:38][c:32]1[cH:33][cH:34][cH:35][cH:36][cH:37]1. Starting materials: CN(CC(C)C1(C(CCCC1)C1=CC=C(C=C1)O)O)C (1-(2-Dimethylamino-1-methylethyl)-2-(p-hydroxyphenyl)-cyclohexanol), C(C1=CC=CC=C1)Cl (benzyl chloride), C([O-])([O-])=O.[K+].[K+] (potassium carbonate), O (water). The solvent is CN(C=O)C (dimethylformamide). Conditions: time 3 hour. The product is Cl.C(C1=CC=CC=C1)OC1=CC=C(C=C1)C1C(CCCC1)(O)C(CN(C)C)C (2-(p-Benzyloxyphenyl)-1-(2-dimethylamino-1-methylethyl)cyclohexanol hydrochloride). The yield is 69.9%. Reaction SMILES: [CH3:1][N:2]([CH3:20])[CH2:3][CH:4]([C:6]1([OH:19])[CH2:11][CH2:10][CH2:9][CH2:8][CH:7]1[C:12]1[CH:17]=[CH:16][C:15]([OH:18])=[CH:14][CH:13]=1)[CH3:5].[CH2:21]([Cl:28])[C:22]1[CH:27]=[CH:26][CH:25]=[CH:24][CH:23]=1.C(=O)([O-])[O-].[K+].[K+].O>CN(C)C=O>[ClH:28].[CH2:21]([O:18][C:15]1[CH:14]=[CH:13][C:12]([CH:7]2[CH2:8][CH2:9][CH2:10][CH2:11][C:6]2([CH:4]([CH3:5])[CH2:3][N:2]([CH3:1])[CH3:20])[OH:19])=[CH:17][CH:16]=1)[C:22]1[CH:27]=[CH:26][CH:25]=[CH:24][CH:23]=1 |f:2.3.4,7.8|. Procedure details: 1-(2-Dimethylamino-1-methylethyl)-2-(p-hydroxyphenyl)-cyclohexanol (Example XXX) (5.6 g) in 50 ml dimethylformamide is treated with 3.8 g benzyl chloride and 6 g potassium carbonate and stirred 3 hours at 90°. The mixture is cooled, 200 ml water added and extracted with 7×50 ml ethyl acetate. The extract is washed with water, dried and concentrated. The residue is dissolved in 65 ml ethyl acetate and acidified with HCl gas to give 5.7 g product, m. 253°-4°.